Dataset: the Open Reaction Database (ORD), a public repository of structured organic reaction records. Task: describe an organic reaction: reactants, conditions, products, and yield Starting materials: S(=O)(Cl)Cl (thionyl chloride), O=C1NC=2C=CC(=CC2C2=C1NC=C2C(=O)O)S(NC2=CC=CC=C2)(=O)=O (4-oxo-8-phenylsulfamoyl-4,5-dihydro-3H -pyrrolo[2,3-c]quinoline-1-carboxylic acid). The solvent is C(C)O (ethanol), C(C)O (ethanol). The product is O=C1NC=2C=CC(=CC2C2=C1NC=C2)S(NC2=CC=CC=C2)(=O)=O.C(C)C(=O)[O-] (4-oxo-8-phenylsulfamoyl-4,5-dihydro-3H-pyrrolo[2,3-c]quinoline 1-ethyl carboxylate). Isolated yield 24.2%. Reaction SMILES: S(Cl)(Cl)=O.[O:5]=[C:6]1[C:15]2[NH:16][CH:17]=[C:18]([C:19]([OH:21])=[O:20])[C:14]=2[C:13]2[CH:12]=[C:11]([S:22](=[O:31])(=[O:30])[NH:23][C:24]3[CH:29]=[CH:28][CH:27]=[CH:26][CH:25]=3)[CH:10]=[CH:9][C:8]=2[NH:7]1>C(O)C>[O:5]=[C:6]1[C:15]2[NH:16][CH:17]=[CH:18][C:14]=2[C:13]2[CH:12]=[C:11]([S:22](=[O:31])(=[O:30])[NH:23][C:24]3[CH:29]=[CH:28][CH:27]=[CH:26][CH:25]=3)[CH:10]=[CH:9][C:8]=2[NH:7]1.[CH2:18]([C:19]([O-:21])=[O:20])[CH3:17] |f:3.4|. Procedure: A solution of 20 μL (0.28 mmol) of thionyl chloride diluted in 0.5 mL of anhydrous ethanol is added dropwise to 27 mg (0.07 mmol) of 4-oxo-8-phenylsulfamoyl-4,5-dihydro-3H -pyrrolo[2,3-c]quinoline-1-carboxylic acid suspended in 0.5 mL of anhydrous ethanol. The solution is stirred under reflux for 72 hours then cooled to room temperature. The solid is filtered to give 3.5 mg (12%) of 4-oxo-8-phenylsulfamoyl-4,5-dihydro-3H-pyrrolo[2,3-c]quinoline-1-ethyl carboxylate in the form of a white solid. The reactants are CC(=O)c1ocnc1C, CCOCC, [Li]c1ccco1. Yields the product Cc1ncoc1C(C)(O)c1ccco1. As a reaction SMILES: [C:1]([CH3:2])(=[O:3])[c:4]1[c:5]([CH3:9])[n:6][cH:7][o:8]1.[CH2:16]([O:17][CH2:18][CH3:19])[CH3:20].[Li:10][c:11]1[o:12][cH:13][cH:14][cH:15]1>>[C:1]([CH3:2])([OH:3])([c:4]1[c:5]([CH3:9])[n:6][cH:7][o:8]1)[c:11]1[o:12][cH:13][cH:14][cH:15]1. The product is C(CCCCCCCCC)C1=C(SC2=C1SC1=C2SC2=C1SC(=C2CCCCCCCCCC)C(=O)O)C(=O)O (3,7-didecanyl thieno[3,2-b]thieno[2′,3′:4,5]thieno[2,3-d]thiophene-2,6-dicarboxylic acid). Yield: 98.1%. RXN SMILES: [C:1]([C:6]1[S:13][C:12]2[C:11]3[S:14][C:15]4[C:19]([CH2:20][CH2:21][CH2:22][CH2:23][CH2:24][CH2:25][CH2:26][CH2:27][CH2:28][CH2:29]CCCCCCC)=[C:18]([C:37]([O:39]CC)=[O:38])[S:17][C:16]=4[C:10]=3[S:9][C:8]=2[C:7]=1[CH2:42][CH2:43][CH2:44][CH2:45][CH2:46][CH2:47][CH2:48][CH2:49][CH2:50][CH2:51]CCCCCCC)([O:3]CC)=[O:2].CO.[OH-].[Li+]>O1CCCC1.O>[CH2:20]([C:19]1[C:15]2[S:14][C:11]3[C:12]4[S:13][C:6]([C:1]([OH:3])=[O:2])=[C:7]([CH2:42][CH2:43][CH2:44][CH2:45][CH2:46][CH2:47][CH2:48][CH2:49][CH2:50][CH3:51])[C:8]=4[S:9][C:10]=3[C:16]=2[S:17][C:18]=1[C:37]([OH:39])=[O:38])[CH2:21][CH2:22][CH2:23][CH2:24][CH2:25][CH2:26][CH2:27][CH2:28][CH3:29] |f:2.3|. Solvent: O (water), O1CCCC1 (THF), O1CCCC1 (tetrahydrofuran). Conditions: temperature 90 celsius, time 4 hour. Procedure details: Ester deprotection (Step C) The 2,6,-dicarboethoxy-3,7-diheptadecylthieno[3,2-b]thieno[2′,3′:4,5]thieno[2,3-d]thiophene (5.00 g, 7.39 mmol) product of Example 6, was dissolved in tetrahydrofuran (THF) (280 mL) then methanol (40 mL) was added. Lithium hydroxide (707 mg, 29.5 mmol) was dissolved in water (7 mL) and added to the stirred methanol and THF solution. A condenser was fitted and the reaction mixture was heated in an oil bath at 90° C. for 16 hr. The THF and methanol were removed under re... The reactants are CO (methanol), [OH-].[Li+] (Lithium hydroxide), CO (methanol), Ester, C(=O)(OCC)C1=C(C=2SC3=C(C2S1)SC1=C3SC(=C1CCCCCCCCCCCCCCCCC)C(=O)OCC)CCCCCCCCCCCCCCCCC (2,6,-dicarboethoxy-3,7-diheptadecylthieno[3,2-b]thieno[2′,3′:4,5]thieno[2,3-d]thiophene), C(=O)(OCC)C1=C(C=2SC3=C(C2S1)SC1=C3SC(=C1CCCCCCCCCCCCCCCCC)C(=O)OCC)CCCCCCCCCCCCCCCCC (2,6-dicarboethoxy-3,7-diheptadecylthieno[3,2-b]thieno[2′,3′:4,5]thieno[2,3-d]thiophene). Starting materials: S1(CC=CC1)(=O)=O (2,5-dihydrothiophene 1,1-dioxide), NCC(C)N (1,2-diaminopropane), [OH-].[Na+] (sodium hydroxide). Solvent: C(C)O (ethanol). Conditions: temperature 85 celsius. The product is O=S1(CC(CC1)NCC(C)NC1CS(CC1)(=O)=O)=O (N,N'-bis(1,1-dioxotetrahydro-3-thienyl)-1,2-diaminopropane). As a reaction SMILES: [S:1]1(=[O:7])(=[O:6])[CH2:5][CH:4]=[CH:3][CH2:2]1.[NH2:8][CH2:9][CH:10]([NH2:12])[CH3:11].[OH-:13].[Na+]>C(O)C>[O:6]=[S:1]1(=[O:7])[CH2:5][CH2:4][CH:3]([NH:8][CH2:9][CH:10]([NH:12][CH:3]2[CH2:4][CH2:5][S:1](=[O:6])(=[O:13])[CH2:2]2)[CH3:11])[CH2:2]1 |f:2.3|. Procedure: To a 500 ml round-bottom flask equipped with condenser, thermometer and a stirrer were introduced 118 g. (1.0 mole) of 2,5-dihydrothiophene 1,1-dioxide, 200 ml. of 70% by weight aqueous ethanol and 37 g (0.5 mole) of 1,2-diaminopropane and 10 ml. of a 0.1 N sodium hydroxide solution. The reaction mixture was heated at 85°C for 20 hours. The solvent was then removed under a reduced pressure. The product, N,N'-bis(1,1-dioxotetrahydro-3-thienyl)-1,2-diaminopropane was obtained as a viscous liquid. ... Starting materials: N1CCC(C(=O)N)CC1 (isonipecotamide), ICCC (1-iodopropane), C([O-])([O-])=O.[K+].[K+] (potassium carbonate). Solvent: CC(CC)=O (2-butanone). Yields the product C(CC)N1CCC(CC1)C(=O)N (1-Propylpiperidine-4-carboxamide). Reaction SMILES: [NH:1]1[CH2:9][CH2:8][CH:4]([C:5]([NH2:7])=[O:6])[CH2:3][CH2:2]1.I[CH2:11][CH2:12][CH3:13].C(=O)([O-])[O-].[K+].[K+]>CC(=O)CC>[CH2:11]([N:1]1[CH2:9][CH2:8][CH:4]([C:5]([NH2:7])=[O:6])[CH2:3][CH2:2]1)[CH2:12][CH3:13] |f:2.3.4|. Reported procedure: A solution of isonipecotamide (2.0 g, 15.6 mmol), 1-iodopropane (1.52 mL, 15.6 mmol), and potassium carbonate (2.15 g, 15.6 mmol) was heated at reflux in 100 mL of 2-butanone. The solids were filtered and the filtrate concentrated in vacuo to give crude product. Purification by flash chromatography (CH2Cl2—CH3OH, 12:1 ) afforded 1.25 9 of the product as an off-white solid. Reactants: ester, Cl.COC([C@@H](N)CS)=O (L-cysteine methylester hydrochloride), C(O)([O-])=O.[Na+] (sodium hydrogen carbonate), C(C1=CC=CC=C1)=O (benzaldehyde), CCOCC (Ether). Run in CO (methanol), CO (methanol). Reaction conditions: time 40 hour. Procedure: 1.72 g of L-cysteine methylester hydrochloride was neutralized by addition of 0.84 g of sodium hydrogen carbonate. The resulting ester was dissolved in 2 ml of methanol, and to this solution was added a solution of 0.94 g of benzaldehyde in 3 ml of methanol. The mixture was then stirred at room temperature for 40 hours under a nitrogen atmosphere. Ether was added to the reaction mixture, and then the mixture was extracted with diluted hydrochloric acid. The extract was neutralized by addition of... The product is COC(=O)C1NC(SC1)C1=CC=CC=C1 (4-methoxycarbonyl-2-phenylthiazolidine). Reaction SMILES: Cl.[CH3:2][O:3][C:4](=[O:9])[C@H:5]([CH2:7][SH:8])[NH2:6].C(=O)([O-])O.[Na+].[CH:15](=O)[C:16]1[CH:21]=[CH:20][CH:19]=[CH:18][CH:17]=1.CCOCC>CO>[CH3:2][O:3][C:4]([CH:5]1[CH2:7][S:8][CH:15]([C:16]2[CH:21]=[CH:20][CH:19]=[CH:18][CH:17]=2)[NH:6]1)=[O:9] |f:0.1,2.3|. The yield is 76.3%.